This data is from the Open Reaction Database (ORD), a public repository of structured organic reaction records. The task is: describe an organic reaction: reactants, conditions, products, and yield Product: Cl.Cl.Cl.N(C(=N)N)C1=C(C(=CC(=C1)NC(=N)N)C1=NC=CC(=C1)OC)C (2,4-diguanidino-6-(4-methoxypyridin-2-yl)toluene trihydrochloride). Conditions: time 24 hour. Starting materials: C(C)(C)(C)OC(=O)N(C(=NC(=O)OC(C)(C)C)N)C1=C(C(=CC(=C1)N(C(=NC(=O)OC(C)(C)C)N)C(=O)OC(C)(C)C)C1=NC=CC(=C1)OC)C (2,4-bis(N,N′-bis(tert-butoxycarbonyl)guanidino)-6-(4-methoxypyridin-2-yl)toluene), Cl (hydrogen chloride). Run in ClCCl (dichloromethane), O1CCOCC1 (1,4-dioxane). Reported procedure: To a solution of 2,4-bis(N,N′-bis(tert-butoxycarbonyl)guanidino)-6-(4-methoxypyridin-2-yl)toluene (0.15 g) in dichloromethane (3 ml) was added a solution of hydrogen chloride in 1,4-dioxane (4N, 3 ml), and the mixture was stirred at room temperature for 24 hours. The solvent was evaporated under reduced pressure. To the residue was added 5% ethanol in ethyl acetate (50 ml), and the precipitate was collected by filtration and dried under reduced pressure to give 2,4-diguanidino-6-(4-methoxypyridi... RXN SMILES: C(OC([N:8]([C:19]1[CH:24]=[C:23]([N:25](C(OC(C)(C)C)=O)[C:26]([NH2:35])=[N:27]C(OC(C)(C)C)=O)[CH:22]=[C:21]([C:43]2[CH:48]=[C:47]([O:49][CH3:50])[CH:46]=[CH:45][N:44]=2)[C:20]=1[CH3:51])[C:9]([NH2:18])=[N:10]C(OC(C)(C)C)=O)=O)(C)(C)C.[ClH:52]>ClCCl.O1CCOCC1>[ClH:52].[ClH:52].[ClH:52].[NH:8]([C:19]1[CH:24]=[C:23]([NH:25][C:26]([NH2:35])=[NH:27])[CH:22]=[C:21]([C:43]2[CH:48]=[C:47]([O:49][CH3:50])[CH:46]=[CH:45][N:44]=2)[C:20]=1[CH3:51])[C:9]([NH2:18])=[NH:10] |f:4.5.6.7|.